From a dataset of the Open Reaction Database (ORD), a public repository of structured organic reaction records. describe an organic reaction: reactants, conditions, products, and yield Reactants: C(C)C=1C=C(C=CC1)C1(C2=CC=CC=C2C=2C=CC=CC12)O (9-(3-ethylphenyl)-9H-fluoren-9-ol), COC([C@@H](NC(=O)OCC1C2=CC=CC=C2C=2C=CC=CC12)[C@H](O)C)=O (Nα -(9-fluorenylmethoxycarbonyl)-L-threonine methyl ester). Yields the product C(C)C=1C=C(C=CC1)C1(C2=CC=CC=C2C=2C=CC=CC12)O[C@@H]([C@H](N)C(=O)O)C (O-[9-(3-Ethylphenyl)-9H-fluoren-9-yl]-L-threonine). Reaction SMILES: [CH2:1]([C:3]1[CH:4]=[C:5]([C:9]2([OH:22])[C:21]3[CH:20]=[CH:19][CH:18]=[CH:17][C:16]=3[C:15]3[C:10]2=[CH:11][CH:12]=[CH:13][CH:14]=3)[CH:6]=[CH:7][CH:8]=1)[CH3:2].C[O:24][C:25](=[O:48])[C@H:26]([C@@H:45]([CH3:47])O)[NH:27]C(OCC1C2C=CC=CC=2C2C1=CC=CC=2)=O>>[CH2:1]([C:3]1[CH:4]=[C:5]([C:9]2([O:22][C@H:45]([CH3:47])[C@@H:26]([C:25]([OH:48])=[O:24])[NH2:27])[C:10]3[CH:11]=[CH:12][CH:13]=[CH:14][C:15]=3[C:16]3[C:21]2=[CH:20][CH:19]=[CH:18][CH:17]=3)[CH:6]=[CH:7][CH:8]=1)[CH3:2]. Procedure details: from 9-(3-ethylphenyl)-9H-fluoren-9-ol (Example 3r) and Nα -(9-fluorenylmethoxycarbonyl)-L-threonine methyl ester; The reactants are CCOC(=O)C(CC(=O)O)=C(c1ccc(Cl)cc1)c1ccc(S(C)(=O)=O)cc1, CCO, [Na+], [OH-], O. The product is CS(=O)(=O)c1ccc(C(=C(CC(=O)O)C(=O)O)c2ccc(Cl)cc2)cc1. As a reaction SMILES: [CH2:1]([CH3:2])[O:3][C:4](=[O:5])[C:6]([CH2:7][C:8](=[O:9])[OH:10])=[C:11]([c:12]1[cH:13][cH:14][c:15]([S:18](=[O:19])(=[O:20])[CH3:21])[cH:16][cH:17]1)[c:22]1[cH:23][cH:24][c:25]([Cl:28])[cH:26][cH:27]1.[CH3:31][CH2:32][OH:33].[Na+:30].[OH-:29].[OH2:34]>>[O:3]=[C:4]([OH:5])[C:6]([CH2:7][C:8](=[O:9])[OH:10])=[C:11]([c:12]1[cH:13][cH:14][c:15]([S:18](=[O:19])(=[O:20])[CH3:21])[cH:16][cH:17]1)[c:22]1[cH:23][cH:24][c:25]([Cl:28])[cH:26][cH:27]1. Reactants: ClC1=CC(=NC2=CC=CC=C12)C1=CC=C(C=C1)Cl (4-chloro-2-(4-chlorophenyl)quinoline), CNC(C1CCNCC1)=O (N-methylisonipecotamide), C1(=CC=CC=C1)O (phenol). Run in O (water). Conditions: temperature 160 celsius. Yields the product ClC1=CC=C(C=C1)C1=NC2=CC=CC=C2C(=C1)N1CCC(CC1)C(=O)NC (1-[2-(4-Chlorophenyl)-4-quinolinyl]-N-methyl-4-piperidinecarboxamide). The yield is 57.7%. RXN SMILES: Cl[C:2]1[C:11]2[C:6](=[CH:7][CH:8]=[CH:9][CH:10]=2)[N:5]=[C:4]([C:12]2[CH:17]=[CH:16][C:15]([Cl:18])=[CH:14][CH:13]=2)[CH:3]=1.[CH3:19][NH:20][C:21](=[O:28])[CH:22]1[CH2:27][CH2:26][NH:25][CH2:24][CH2:23]1.C1(O)C=CC=CC=1>O>[Cl:18][C:15]1[CH:16]=[CH:17][C:12]([C:4]2[CH:3]=[C:2]([N:25]3[CH2:26][CH2:27][CH:22]([C:21]([NH:20][CH3:19])=[O:28])[CH2:23][CH2:24]3)[C:11]3[C:6](=[CH:7][CH:8]=[CH:9][CH:10]=3)[N:5]=2)=[CH:13][CH:14]=1. Procedure details: A mixture of 5.1 g (21 mmole) of 4-chloro-2-(4-chlorophenyl)quinoline, prepared as in Example 1(a), 6.2 g (42 mmole) of N-methylisonipecotamide, and 10 g of phenol was stirred and heated in an oil bath at 160° C. for 3.5 hr. It was then cooled and diluted with 100 ml of water. Crystallization was induced by scratching, warming and the addition of a small amount of ethanol. The solid was collected and washed with ether to give 7.0 g of crude product. Recrystallization from 150 ml of butanol gave ... Procedure: In substantially the same manner as in Working Example 72, 1-[3-(4-hydroxyphenyl)propyl]imidazole was allowed to react with 4-chloromethyl-2-(9-fluorenone-2-yl)oxazole to give 2-(9-fluorenone-2-yl)-4-[4-[3-(1-imidazolyl)propyl]phenoxymethyl]oxazole. The yield was 86%. Recrystallization from ethanol gave yellow needles, mp 153-154° C. RXN SMILES: [OH:1][C:2]1[CH:7]=[CH:6][C:5]([CH2:8][CH2:9][CH2:10][N:11]2[CH:15]=[CH:14][N:13]=[CH:12]2)=[CH:4][CH:3]=1.Cl[CH2:17][C:18]1[N:19]=[C:20]([C:23]2[CH:35]=[CH:34][C:33]3[C:32]4[C:27](=[CH:28][CH:29]=[CH:30][CH:31]=4)[C:26](=[O:36])[C:25]=3[CH:24]=2)[O:21][CH:22]=1>>[CH:24]1[C:25]2[C:26](=[O:36])[C:27]3[C:32](=[CH:31][CH:30]=[CH:29][CH:28]=3)[C:33]=2[CH:34]=[CH:35][C:23]=1[C:20]1[O:21][CH:22]=[C:18]([CH2:17][O:1][C:2]2[CH:7]=[CH:6][C:5]([CH2:8][CH2:9][CH2:10][N:11]3[CH:15]=[CH:14][N:13]=[CH:12]3)=[CH:4][CH:3]=2)[N:19]=1. Yield: 86.0%. Reactants: OC1=CC=C(C=C1)CCCN1C=NC=C1 (1-[3-(4-hydroxyphenyl)propyl]imidazole), ClCC=1N=C(OC1)C1=CC=2C(C3=CC=CC=C3C2C=C1)=O (4-chloromethyl-2-(9-fluorenone-2-yl)oxazole). The product is C1=C(C=CC=2C3=CC=CC=C3C(C12)=O)C=1OC=C(N1)COC1=CC=C(C=C1)CCCN1C=NC=C1 (2-(9-fluorenone-2-yl)-4-[4-[3-(1-imidazolyl)propyl]phenoxymethyl]oxazole). The reactants are ClC1=CC2=C(O[C@H](CO2)CO)C=C1Cl ((2S)-6,7 dichloro-2,3-dihydro-benzo[1,4]dioxin-2-ylmethanol), [H-].[Na+] (sodium hydride), S(N)(=O)(=O)Cl (Sulfamoyl chloride). Run in CN(C)C=O (DMF), O (water). Conditions: time 30 minute. Yields the product S(N)(OCC1COC2=C(O1)C=C(C(=C2)Cl)Cl)(=O)=O (Sulfamic acid, 6.7 dichloro-2,3-dihydro-benzo[1,4]dioxin-2-ylmethyl ester). Reaction SMILES: [Cl:1][C:2]1[C:13]([Cl:14])=[CH:12][C:5]2[O:6][C@@H:7]([CH2:10][OH:11])[CH2:8][O:9][C:4]=2[CH:3]=1.[H-].[Na+].[S:17](Cl)(=[O:20])(=[O:19])[NH2:18]>CN(C=O)C.O>[S:17](=[O:20])(=[O:19])([O:11][CH2:10][CH:7]1[O:6][C:5]2[CH:12]=[C:13]([Cl:14])[C:2]([Cl:1])=[CH:3][C:4]=2[O:9][CH2:8]1)[NH2:18] |f:1.2|. Procedure: (2S)-6,7 dichloro-2,3-dihydro-benzo[1,4]dioxin-2-ylmethanol (2.0 g, 8.5 mmol), prepared according to the procedure described in Example 11 above, in DMF (20 mL) was cooled in an ice bath. Then, 95% sodium hydride (0.28 g, 11 mmol) was added under argon and the reaction mixture was stirred 30 min. Sulfamoyl chloride (1.97 g, 17 mmol) was added and the reaction mixture was stirred with ice bath cooling. After 1 h, the reaction mixture was diluted with water (50 mL) and extracted three times with e... Starting materials: CO.C(Cl)Cl (MeOH DCM), methyl (S)-(−)-3-bromo-2-methyl propionate, C(=O)(OC(C)(C)C)N1CCNCC1 (1-Boc-piperazine), CCN(C(C)C)C(C)C (DIPEA), methyl (S)-(−)-3-bromo-2-methyl propionate, CCOC(=O)C (AcOEt). Solvent: CS(=O)C (DMSO). Reaction conditions: temperature 62.5 celsius. Product: COC([C@@H](CN1CCN(CC1)C(=O)OC(C)(C)C)C)=O ((R)-tert-butyl 4-(3-methoxy-2-methyl-3-oxopropyl)piperazine-1-carboxylate). Isolated yield 34.0%. RXN SMILES: [C:1]([N:8]1CCNCC1)([O:3][C:4]([CH3:7])([CH3:6])[CH3:5])=[O:2].[CH3:14][CH2:15][N:16]([CH:20]([CH3:22])C)[CH:17]([CH3:19])C.[CH3:23]O.C(Cl)Cl.C[CH2:29][O:30][C:31](C)=[O:32]>CS(C)=O>[CH3:29][O:30][C:31](=[O:32])[C@H:22]([CH3:23])[CH2:20][N:16]1[CH2:15][CH2:14][N:8]([C:1]([O:3][C:4]([CH3:7])([CH3:6])[CH3:5])=[O:2])[CH2:19][CH2:17]1 |f:2.3|. Procedure details: To a stirred solution of 1-Boc-piperazine (1.00 g, 5.37 mmol) and DIPEA (2.81 ml, 16.11 mmol) in DMSO (20 ml) under nitrogen at rt was added methyl (S)-(−)-3-bromo-2-methyl propionate (1.03 ml, 8.05 mmol), and the reaction mixture was heated at 60-65° C. over weekend. More methyl (S)-(−)-3-bromo-2-methyl propionate (1.03 ml, 8.05 mmol) was added, and the reaction mixture was heated at 65° C. overnight. The reaction mixture was diluted with AcOEt, and successively washed with water, a saturated a... As a reaction SMILES: [CH2:9]([CH3:10])[O:11][CH2:12][Cl:13].[CH3:14][C:15](=[O:16])[CH2:17][CH3:18].[CH:1]([CH3:2])([CH3:3])[N:4]1[CH2:5][CH2:6][CH2:7][CH2:8]1>>[CH:1]([CH3:2])([CH3:3])[N+:4]1([CH2:12][O:11][CH2:9][CH3:10])[CH2:5][CH2:6][CH2:7][CH2:8]1.[Cl-:13]. The reactants are CCOCCl, CCC(C)=O, CC(C)N1CCCC1. Yields the product CCOC[N+]1(C(C)C)CCCC1, [Cl-]. Starting materials: COC1=C(C=CC(=C1)CCN1CCN(CC1)C)N (2-Methoxy-4-[2-(4-methyl-piperazin-1-yl)-ethyl]-phenylamine), N1CCOCC1 (morpholine). The product is COC1=C(C=CC(=C1)CCN1CCOCC1)N (2-Methoxy-4-(2-morpholin-4-yl-ethyl)-phenylamine). As a reaction SMILES: [CH3:1][O:2][C:3]1[CH:8]=[C:7]([CH2:9][CH2:10][N:11]2[CH2:16][CH2:15]N(C)[CH2:13][CH2:12]2)[CH:6]=[CH:5][C:4]=1[NH2:18].N1CC[O:22]CC1>>[CH3:1][O:2][C:3]1[CH:8]=[C:7]([CH2:9][CH2:10][N:11]2[CH2:16][CH2:15][O:22][CH2:13][CH2:12]2)[CH:6]=[CH:5][C:4]=1[NH2:18]. Procedure: 2-Methoxy-4-(2-morpholin-4-yl-ethyl)-phenylamine was prepared in a similar manner as 2-Methoxy-4-[2-(4-methyl-piperazin-1-yl)-ethyl]-phenylamine of Example 488 replacing 1-Methyl-piperazine with morpholine. LC/MS (E/I+) 237.07 (M+H). The reactants are C(C)(C)(C)OC(=O)NN1C(C2=CC=CC=C2C(=C1C(=O)OC)C1=CC(=C(C(=C1)OC)OC)OC)=O (2-(tert-butoxycarbonylamino)-3-methoxycarbonyl-4-(3,4,5-trimethoxyphenyl)-1(2H)-isoquinolinone), solution, Cl (hydrogen chloride). Run in C(C)(=O)OCC (ethyl acetate). Reaction conditions: time 1 hour. Product: NN1C(C2=CC=CC=C2C(=C1C(=O)OC)C1=CC(=C(C(=C1)OC)OC)OC)=O (2-amino-3-methoxycarbonyl-4-(3,4,5-trimethoxyphenyl)-1(2H)-isoquinolinone). Yield: 92.0%. As a reaction SMILES: C(OC([NH:8][N:9]1[C:18]([C:19]([O:21][CH3:22])=[O:20])=[C:17]([C:23]2[CH:28]=[C:27]([O:29][CH3:30])[C:26]([O:31][CH3:32])=[C:25]([O:33][CH3:34])[CH:24]=2)[C:16]2[C:11](=[CH:12][CH:13]=[CH:14][CH:15]=2)[C:10]1=[O:35])=O)(C)(C)C.Cl>C(OCC)(=O)C>[NH2:8][N:9]1[C:18]([C:19]([O:21][CH3:22])=[O:20])=[C:17]([C:23]2[CH:24]=[C:25]([O:33][CH3:34])[C:26]([O:31][CH3:32])=[C:27]([O:29][CH3:30])[CH:28]=2)[C:16]2[C:11](=[CH:12][CH:13]=[CH:14][CH:15]=2)[C:10]1=[O:35]. Reported procedure: To the compound obtained in Example 67 (200 mg) is added a 4M solution of hydrogen chloride in ethyl acetate (10 ml) and the mixture is allowed to stand at room temperature for one hour. The reaction mixture is concentrated under reduced pressure, and to the residue is added ethyl acetate. The mixture is washed with a saturated aqueous sodium hydrogen carbonate solution, dried, and concentrated under reduced pressure to give 2-amino-3-methoxycarbonyl-4-(3,4,5-trimethoxyphenyl)-1(2H)-isoquinolino...